From a dataset of the Open Reaction Database (ORD), a public repository of structured organic reaction records. describe an organic reaction: reactants, conditions, products, and yield The reactants are C(C)(C)[O-].[Na+] (sodium isopropanolate), COC=1C=C2C(=CNC2=CC1)CC#N ((5-methoxy-1H-indol-3-yl)-acetonitrile), C(=O)C=1C=C(C#N)C=CC1 (3-formyl-benzonitrile). The product is C(#N)\C(=C/C=1C=C(C(=O)N)C=CC1)\C1=CNC2=CC=C(C=C12)OC ((Z)-3-[2-cyano-2-(5-methoxy-1H-indol-3-yl)-vinyl]-benzamide). As a reaction SMILES: C([O-:4])(C)C.[Na+].[CH3:6][O:7][C:8]1[CH:9]=[C:10]2[C:14](=[CH:15][CH:16]=1)[NH:13][CH:12]=[C:11]2[CH2:17][C:18]#[N:19].[CH:20]([C:22]1[CH:23]=[C:24]([CH:27]=[CH:28][CH:29]=1)[C:25]#[N:26])=O>>[C:18](/[C:17](/[C:11]1[C:10]2[C:14](=[CH:15][CH:16]=[C:8]([O:7][CH3:6])[CH:9]=2)[NH:13][CH:12]=1)=[CH:20]\[C:22]1[CH:23]=[C:24]([CH:27]=[CH:28][CH:29]=1)[C:25]([NH2:26])=[O:4])#[N:19] |f:0.1|. Procedure: To a solution of sodium isopropanolate [prepared from sodium (30 mg, 1.3 mmol, 1.2 eq.) and isopropanol (8 mL)] were added, under an argon atmosphere, (5-methoxy-1H-indol-3-yl)-acetonitrile (200 mg, 1.1 mmol, 1.0 eq.) and, after 10 minutes stirring, 3-formyl-benzonitrile (200 mg, 1.5 mmol, 1.4 eq.). The reaction apparatus was protected from light and the mixture stirred heated at reflux for 4 hours. The reaction was allowed to cool to room temperature and then, the solvent was removed under redu... Reactants: C(#N)C=1C=C(CC=2C3=C(SC2C2=CC=C(C=C2)OCCN2CCCC2)C=C(C=C3)OC)C=CC1CN1CCCC1 (3-[3-Cyano-4-[(1-pyrrolidinyl)methyl]benzyl]-6-methoxy-2-[4-[2-(1-pyrrolidinyl)ethoxy]phenyl]benzo[b]thiophene), C(C)S (ethanethiol), [Cl-].[Al+3].[Cl-].[Cl-] (aluminum chloride). The solvent is ClC(C)Cl (dichloroethane). Run at time 1 hour. Yields the product C(#N)C=1C=C(CC=2C3=C(SC2C2=CC=C(C=C2)OCCN2CCCC2)C=C(C=C3)O)C=CC1CN1CCCC1 (3-[3-Cyano-4-[(1-pyrrolidinyl)methyl]benzyl]-6-hydroxy-2-[4-[2-(1-pyrrolidinyl)ethoxy]phenyl]benzo[b]thiophene). The yield is 67.6%. Reaction SMILES: [C:1]([C:3]1[CH:4]=[C:5]([CH:32]=[CH:33][C:34]=1[CH2:35][N:36]1[CH2:40][CH2:39][CH2:38][CH2:37]1)[CH2:6][C:7]1[C:8]2[CH:29]=[CH:28][C:27]([O:30]C)=[CH:26][C:9]=2[S:10][C:11]=1[C:12]1[CH:17]=[CH:16][C:15]([O:18][CH2:19][CH2:20][N:21]2[CH2:25][CH2:24][CH2:23][CH2:22]2)=[CH:14][CH:13]=1)#[N:2].C(S)C.[Cl-].[Al+3].[Cl-].[Cl-]>ClC(Cl)C>[C:1]([C:3]1[CH:4]=[C:5]([CH:32]=[CH:33][C:34]=1[CH2:35][N:36]1[CH2:37][CH2:38][CH2:39][CH2:40]1)[CH2:6][C:7]1[C:8]2[CH:29]=[CH:28][C:27]([OH:30])=[CH:26][C:9]=2[S:10][C:11]=1[C:12]1[CH:17]=[CH:16][C:15]([O:18][CH2:19][CH2:20][N:21]2[CH2:22][CH2:23][CH2:24][CH2:25]2)=[CH:14][CH:13]=1)#[N:2] |f:2.3.4.5|. Procedure: 3-[3-Cyano-4-[(1-pyrrolidinyl)methyl]benzyl]-6-methoxy-2-[4-[2-(1-pyrrolidinyl)ethoxy]phenyl]benzo[b]thiophene (60 mg, 0.11 mmol) in dichloroethane (4 mL) at 0° C. under argon was treated with ethanethiol (0.1 mL) and aluminum chloride (100 mg) for 3 h before quenching with saturated aqueous sodium bicarbonate solution (10 mL). The stirring was allowed to continue for 1 h at ambient temperature. The resulting mixture was diluted with saturated aqueous sodium bicarbonate solution (50 mL) and extr...